From a dataset of the Open Reaction Database (ORD), a public repository of structured organic reaction records. describe an organic reaction: reactants, conditions, products, and yield Reactants: CO (Methanol), C(C)(C)(C)OC(=O)NC1CC(CCC1)C(=O)OC (methyl 3-(tert-butoxycarbonylamino)cyclohexanecarboxylate), Cl (hydrochloric acid). The solvent is O1CCOCC1 (1,4-dioxane), O1CCOCC1 (dioxane). Run at time 1 hour. Product: NC1CC(CCC1)C(=O)OC (methyl 3-aminocyclohexanecarboxylate). Reaction SMILES: C(OC([NH:8][CH:9]1[CH2:14][CH2:13][CH2:12][CH:11]([C:15]([O:17][CH3:18])=[O:16])[CH2:10]1)=O)(C)(C)C.Cl.CO>O1CCOCC1>[NH2:8][CH:9]1[CH2:14][CH2:13][CH2:12][CH:11]([C:15]([O:17][CH3:18])=[O:16])[CH2:10]1. Reported procedure: In a flask, methyl 3-(tert-butoxycarbonylamino)cyclohexanecarboxylate (5.13 g, 19.94 nmol) in 1,4-dioxane (15 ml) was reacted with hydrochloric acid in dioxane (4M) (15 mL). Methanol (2 mL) was added to aid in solubility. The reaction was stirred at room temperature for 1 hour. Upon completion the reaction was concentrated, and the crude (3.86 g) was progressed to the next step without further purification. Starting materials: NC1=NC=C(C=C1)Br (2-amino-5-bromopyridine), ClCC=O (chloroacetaldehyde), O (water), BrC=1C=CC=2N(C1)C=CN2 (6-bromoimidazo[1,2-a]pyridine), CCO (EtOH). Run at temperature 100 celsius. Product: BrC=1C=CC=2N(C1)C(=CN2)C=2C=NC(=C(C2)OC)OC (6-Bromo-3-(5,6-dimethoxy-3-pyridinyl)imidazo[1,2-a]pyridine). RXN SMILES: [Br:1][C:2]1[CH:3]=[CH:4][C:5]2[N:6]([CH:8]=[CH:9][N:10]=2)[CH:7]=1.N[C:12]1[CH:17]=[CH:16][C:15](Br)=[CH:14][N:13]=1.ClC[CH:21]=[O:22].O.C[CH2:25][OH:26]>>[Br:1][C:2]1[CH:3]=[CH:4][C:5]2[N:6]([C:8]([C:17]3[CH:12]=[N:13][C:14]([O:22][CH3:21])=[C:15]([O:26][CH3:25])[CH:16]=3)=[CH:9][N:10]=2)[CH:7]=1. Reported procedure: 6-bromoimidazo[1,2-a]pyridine. To a 100 mL round-bottomed flask was added 2-amino-5-bromopyridine (5.04 g, 29.1 mmol), chloroacetaldehyde, approx. 50 wt. % solution in water (18.74 mL, 146 mmol), and EtOH (25 mL). The resulting reaction mixture was heated at 100° C. under N2 for 4 h. The reaction was cooled to rt. Solvent was concentrated. The residue was redissolved in EtOAc. The organic layer was washed with sat. NaHCO3 (2×40 mL), water (2×40 mL), brine, dried over MgSO4 and removed solvent. T... Reactants: ClC1=C(C=NC2=CC=CC=C12)C(=O)OCC (ethyl 4-chloroquinoline-3-carboxylate), N(N)C=1C=NC2=CC=CC=C2C1 (3-hydrazinoquinoline). Solvent: C=1(C(=CC=CC1)C)C (xylene). Reaction conditions: time 16 hour. Yields the product N1=CC(=CC2=CC=CC=C12)N1N=C2C(=CNC=3C=CC=CC23)C1=O (2-(3-quinolyl)pyrazolo[4,3-c]quinolin-3(5H)-one). Reaction SMILES: Cl[C:2]1[C:11]2[C:6](=[CH:7][CH:8]=[CH:9][CH:10]=2)[N:5]=[CH:4][C:3]=1[C:12]([O:14]CC)=O.[NH:17]([C:19]1[CH:20]=[N:21][C:22]2[C:27]([CH:28]=1)=[CH:26][CH:25]=[CH:24][CH:23]=2)[NH2:18]>C1(C)C(C)=CC=CC=1>[N:21]1[C:22]2[C:27](=[CH:26][CH:25]=[CH:24][CH:23]=2)[CH:28]=[C:19]([N:17]2[C:12](=[O:14])[C:3]3=[CH:4][NH:5][C:6]4[CH:7]=[CH:8][CH:9]=[CH:10][C:11]=4[C:2]3=[N:18]2)[CH:20]=1. Procedure details: A solution of 11.8 g of ethyl 4-chloroquinoline-3-carboxylate and 8.7 g of 3-hydrazinoquinoline is refluxed for 51/2 hours in 300 ml of xylene. The reaction mixture is allowed to stand for 16 hours at 23°. The solvent is decanted from an oily solid. This solid is slurried twice in 80 ml of xylene, the solvent is decanted and the residue is stirried for 1 hour in 150 ml of IN sodium hydroxide, 150 ml of water and 220 ml of xylene. The mixture is filtered, the aqueous layer is separated and 12 g o... Reactants: NS(=O)(=O)C1=C(C=CC=C1)C1=CC=C(C=C1)CN1C(=NC(=C1C(C(=O)O)(C)O)SC)CCCC (1-[(2'-(aminosulphonyl)(1,1'-biphenyl)4-yl)methyl]2-butyl alpha-hydroxy alpha-methyl 4-(methylthio)1H-imidazole 5-acetic acid), O1CCOCC1 (dioxane), S(O)(O)(=O)=O (sulphuric acid), C(Cl)(Cl)Cl (CHCl3). Solvent: O (water), [Na+].[Cl-] (NaCl), CO (MeOH). The product is NS(=O)(=O)C1=C(C=CC=C1)C1=CC=C(C=C1)CN1C(=NC(=C1C(C(=O)O)=C)SC)CCCC (1-[(2'-(aminosulphonyl)(1,1'-biphenyl)4-yl)methyl]2-butyl 4-(methylthio)alpha-methylene 1H-imidazole 5-acetic acid). As a reaction SMILES: [NH2:1][S:2]([C:5]1[CH:10]=[CH:9][CH:8]=[CH:7][C:6]=1[C:11]1[CH:16]=[CH:15][C:14]([CH2:17][N:18]2[C:22]([C:23](O)([CH3:27])[C:24]([OH:26])=[O:25])=[C:21]([S:29][CH3:30])[N:20]=[C:19]2[CH2:31][CH2:32][CH2:33][CH3:34])=[CH:13][CH:12]=1)(=[O:4])=[O:3].O1CCOCC1.S(=O)(=O)(O)O.C(Cl)(Cl)Cl>O.[Na+].[Cl-].CO>[NH2:1][S:2]([C:5]1[CH:10]=[CH:9][CH:8]=[CH:7][C:6]=1[C:11]1[CH:12]=[CH:13][C:14]([CH2:17][N:18]2[C:22]([C:23](=[CH2:27])[C:24]([OH:26])=[O:25])=[C:21]([S:29][CH3:30])[N:20]=[C:19]2[CH2:31][CH2:32][CH2:33][CH3:34])=[CH:15][CH:16]=1)(=[O:4])=[O:3] |f:5.6|. Procedure: 1 g of the product obtained in Stage A above is introduced into 50 cm3 of dioxane and 5 cm3 of concentrated sulphuric acid is added. The solution is heated for about 5 hours, diluted with water, saturated with NaCl and extraction is carried out with CHCl3 with 20% MeOH. The reactants are 65, S(=O)(O)[O-].[Na+] (sodium hydrogen sulfite), 50.4, BrBr (bromine), [N+](=O)([O-])C1=CC=CC=C1 (nitrobenzene), NC1=CC=C(C=2C(C3=CC=CC=C3C(C12)=O)=O)NC(C1=CC=CC=C1)=O (1-amino-4-benzoylaminoanthraquinone), [N+](=O)([O-])C1=CC=CC=C1 (nitrobenzene). The solvent is O (water). Run at temperature 20 celsius. Yields the product 91, NC1=C(C=C(C=2C(C3=CC=CC=C3C(C12)=O)=O)NC(C1=CC=CC=C1)=O)Br (1-amino-2-bromo-4-benzoylaminoanthraquinone). Isolated yield 86.5%. Reaction SMILES: [NH2:1][C:2]1[C:15]2[C:14](=[O:16])[C:13]3[C:8](=[CH:9][CH:10]=[CH:11][CH:12]=3)[C:7](=[O:17])[C:6]=2[C:5]([NH:18][C:19](=[O:26])[C:20]2[CH:25]=[CH:24][CH:23]=[CH:22][CH:21]=2)=[CH:4][CH:3]=1.[N+](C1C=CC=CC=1)([O-])=O.[Br:36]Br.S([O-])(O)=O.[Na+]>O>[NH2:1][C:2]1[C:15]2[C:14](=[O:16])[C:13]3[C:8](=[CH:9][CH:10]=[CH:11][CH:12]=3)[C:7](=[O:17])[C:6]=2[C:5]([NH:18][C:19](=[O:26])[C:20]2[CH:21]=[CH:22][CH:23]=[CH:24][CH:25]=2)=[CH:4][C:3]=1[Br:36] |f:3.4|. Reported procedure: With stirring, 85.5 parts of 1-amino-4-benzoylaminoanthraquinone are suspended in 200 parts of nitrobenzene. The suspension is diluted with 100 parts of water and then a solution of 50.4 parts of bromine in 60 parts of nitrobenzene is added in the course of 1 hour at 30°-35° C. The reaction is brought to completion by stirring for 3 hours at 50°-55° C. The mixture is cooled to 30°-35° C. and, after addition of 65 parts of a 40% sodium hydrogen sulfite solution, stirred for 1/2 hour and cooled to...